This data is from the Open Reaction Database (ORD), a public repository of structured organic reaction records. The task is: describe an organic reaction: reactants, conditions, products, and yield The reactants are BrCCC=C (4-bromo-1-butene), O (water), C(C)C1=NC=CC=C1 (2-ethylpyridine), C(CCC)[Li] (n-butyllithium). Product: CC(CCC=C)C1=NC=CC=C1 (2-(1-methyl-4-pentenyl)pyridine). Reaction conditions: temperature -20 celsius. Procedure: A solution of 8.46 ml (0.074 mol) of 2-ethylpyridine in 35 ml of tetrahydrofuran was cooled to −20° C. and 47 ml of n-butyllithium (15 w.-% in hexane, 0.074 mol) were subsequently added while stirring. The mixture was allowed to come to room temperature, stirred for another one hour and subsequently cooled back down to −20° C. A solution of 7.52 ml (0.074 mol) of 4-bromo-1-butene in 10 ml of tetrahydrofuran was then added at such a rate that the temperature remained at −20° C. The mixture was al... Reaction SMILES: [CH2:1]([C:3]1[CH:8]=[CH:7][CH:6]=[CH:5][N:4]=1)[CH3:2].[CH2:9]([Li])[CH2:10][CH2:11][CH3:12].BrCCC=C.O>O1CCCC1>[CH3:2][CH:1]([C:3]1[CH:8]=[CH:7][CH:6]=[CH:5][N:4]=1)[CH2:12][CH2:11][CH:10]=[CH2:9]. Run in O1CCCC1 (tetrahydrofuran), O1CCCC1 (tetrahydrofuran).